This data is from the Open Reaction Database (ORD), a public repository of structured organic reaction records. The task is: describe an organic reaction: reactants, conditions, products, and yield Reactants: C1(=CC=CC=C1)N1CCNCC1 (1-phenylpiperazine), C(C)N(C(=O)Cl)CC (diethylcarbamoyl chloride). The solvent is C(Cl)(Cl)Cl (chloroform), C(Cl)(Cl)Cl (chloroform). Conditions: temperature 40 celsius, time 5 hour. The product is C1(=CC=CC=C1)N1CCN(CC1)C(N(CC)CC)=O (1-phenyl-4-diethylcarbamoylpiperazine). The yield is 29.5%. As a reaction SMILES: [C:1]1([N:7]2[CH2:12][CH2:11][NH:10][CH2:9][CH2:8]2)[CH:6]=[CH:5][CH:4]=[CH:3][CH:2]=1.[CH2:13]([N:15]([CH2:19][CH3:20])[C:16](Cl)=[O:17])[CH3:14]>C(Cl)(Cl)Cl>[C:1]1([N:7]2[CH2:12][CH2:11][N:10]([C:16](=[O:17])[N:15]([CH2:19][CH3:20])[CH2:13][CH3:14])[CH2:9][CH2:8]2)[CH:6]=[CH:5][CH:4]=[CH:3][CH:2]=1. Procedure: In 70 ml of chloroform was dissolved 12.0 g (0.074 mole) of 1-phenylpiperazine at room temperature, and a solution of 10.9 g (0.08 mole) of diethylcarbamoyl chloride in 30 ml of chloroform was dropped to the above solution over a period of 30 minutes. Then, the mixture was stirred at 40° C. for 5 hours and then cooled. The precipitated white crystal was removed, and the filtrate was concentrated under reduced pressure and 50 ml of a 25% aqueous solution of sodium hydroxide was added. The mixture...